Dataset: the Open Reaction Database (ORD), a public repository of structured organic reaction records. Task: describe an organic reaction: reactants, conditions, products, and yield Starting materials: O=C([O-])[O-], CN(C)C=O, CI, [K+], [K+], [Na+], N#Cc1c2c(c(-c3ccccc3)[nH]c1=O)C(=O)c1ccccc1-2, [OH-], O. The product is Cn1c(-c2ccccc2)c2c(c(C#N)c1=O)-c1ccccc1C2=O. As a reaction SMILES: [C:26](=[O:27])([O-:28])[O-:29].[CH3:35][N:36]([CH3:37])[CH:38]=[O:39].[I:24][CH3:25].[K+:30].[K+:31].[Na+:33].[O:1]=[c:2]1[c:3]([C:22]#[N:23])[c:4]2[c:5]([c:6](-[c:8]3[cH:9][cH:10][cH:11][cH:12][cH:13]3)[nH:7]1)[C:14](=[O:21])[c:15]1[cH:16][cH:17][cH:18][cH:19][c:20]1-2.[OH-:32].[OH2:34]>>[O:1]=[c:2]1[c:3]([C:22]#[N:23])[c:4]2[c:5]([c:6](-[c:8]3[cH:9][cH:10][cH:11][cH:12][cH:13]3)[n:7]1[CH3:26])[C:14](=[O:21])[c:15]1[cH:16][cH:17][cH:18][cH:19][c:20]1-2.